This data is from the Open Reaction Database (ORD), a public repository of structured organic reaction records. The task is: describe an organic reaction: reactants, conditions, products, and yield Starting materials: CCOC(=O)C1=C(c2ccccc2)c2ccc(OCCCc3ccccc3)cc2C1(O)c1ccccc1, C1CCOC1, CCO, [Na+], [OH-]. Product: O=C(O)C1=C(c2ccccc2)c2ccc(OCCCc3ccccc3)cc2C1(O)c1ccccc1. RXN SMILES: [CH2:1]([CH3:2])[O:3][C:4](=[O:5])[C:6]1=[C:14]([c:15]2[cH:16][cH:17][cH:18][cH:19][cH:20]2)[c:13]2[c:8]([cH:9][c:10]([O:21][CH2:22][CH2:23][CH2:24][c:25]3[cH:26][cH:27][cH:28][cH:29][cH:30]3)[cH:11][cH:12]2)[C:7]1([c:31]1[cH:32][cH:33][cH:34][cH:35][cH:36]1)[OH:37].[CH2:40]1[O:41][CH2:42][CH2:43][CH2:44]1.[CH3:45][CH2:46][OH:47].[Na+:39].[OH-:38]>>[O:3]=[C:4]([OH:5])[C:6]1=[C:14]([c:15]2[cH:16][cH:17][cH:18][cH:19][cH:20]2)[c:13]2[c:8]([cH:9][c:10]([O:21][CH2:22][CH2:23][CH2:24][c:25]3[cH:26][cH:27][cH:28][cH:29][cH:30]3)[cH:11][cH:12]2)[C:7]1([c:31]1[cH:32][cH:33][cH:34][cH:35][cH:36]1)[OH:37]. Reactants: FC=1C=C(C(=O)NC2=CC=C(C3=CC=CC=C23)C=CCN2CCOCC2)C=C(C1)N1CCOCC1 (3-Fluoro-5-morpholin-4-yl-N-[4-(3-morpholin-4-yl-propenyl)-naphthalen-1-yl]-benzamide), [H][H] (hydrogen). Reagents/catalysts: [Pd] (palladium on carbon). Run in CO (methanol). Product: FC=1C=C(C(=O)NC2=CC=C(C3=CC=CC=C23)CCCN2CCOCC2)C=C(C1)N1CCOCC1 (3-fluoro-5-morpholin-4-yl-N-[4-(3-morpholin-4-yl-propyl)-naphthalen-1-yl]-benzamide). Yield: 46.5%. As a reaction SMILES: [F:1][C:2]1[CH:3]=[C:4]([CH:27]=[C:28]([N:30]2[CH2:35][CH2:34][O:33][CH2:32][CH2:31]2)[CH:29]=1)[C:5]([NH:7][C:8]1[C:17]2[C:12](=[CH:13][CH:14]=[CH:15][CH:16]=2)[C:11]([CH:18]=[CH:19][CH2:20][N:21]2[CH2:26][CH2:25][O:24][CH2:23][CH2:22]2)=[CH:10][CH:9]=1)=[O:6].[H][H]>[Pd].CO>[F:1][C:2]1[CH:3]=[C:4]([CH:27]=[C:28]([N:30]2[CH2:35][CH2:34][O:33][CH2:32][CH2:31]2)[CH:29]=1)[C:5]([NH:7][C:8]1[C:17]2[C:12](=[CH:13][CH:14]=[CH:15][CH:16]=2)[C:11]([CH2:18][CH2:19][CH2:20][N:21]2[CH2:22][CH2:23][O:24][CH2:25][CH2:26]2)=[CH:10][CH:9]=1)=[O:6]. Procedure: 3-Fluoro-5-morpholin-4-yl-N-[4-(3-morpholin-4-yl-propenyl)-naphthalen-1-yl]-benzamide (56 mg, 117 μmol), is stirred under 1 atmosphere of hydrogen with 10% palladium on carbon (50 mg) in methanol (15 ml) at room temperature for 1 day. Celite® (1 g) is then added and the mixture filtered through a pad of Celite® and washed with methanol (2×10 ml). The filtrate is evaporated to dryness and the purified by column chromatography on silica gel eluted with 5% methanol in ethyl acetate to give 3-fluoro... The reactants are Cl[O-].[Na+] (sodium hypochlorite), Cl[O-].[Na+] (sodium hypochlorite), [N+](=O)([O-])C1=C(N)C=C(C=C1)OC1=C(C=C(C=C1)Cl)Cl (2-Nitro-5-(2,4-dichlorophenoxy)aniline), [OH-].[K+] (potassium hydroxide). Run in C(C)O (ethanol), CCOCC (ether). Run at time 8 hour. The product is ClC1=C(OC2=CC=3C(=[N+](ON3)[O-])C=C2)C=CC(=C1)Cl (5-(2,4-dichlorophenoxy)benzo-2,1,3-oxadiazole N-oxide). Reaction SMILES: [N+:1]([C:4]1[CH:10]=[CH:9][C:8]([O:11][C:12]2[CH:17]=[CH:16][C:15]([Cl:18])=[CH:14][C:13]=2[Cl:19])=[CH:7][C:5]=1[NH2:6])([O-:3])=[O:2].[OH-].[K+].Cl[O-].[Na+]>C(O)C.CCOCC>[Cl:19][C:13]1[CH:14]=[C:15]([Cl:18])[CH:16]=[CH:17][C:12]=1[O:11][C:8]1[CH:9]=[CH:10][C:4]2=[N+:1]([O-:3])[O:2][N:6]=[C:5]2[CH:7]=1 |f:1.2,3.4|. Procedure details: 2-Nitro-5-(2,4-dichlorophenoxy)aniline (1.6 g, 5.4 mmol) is dissolved in a solution of potassium hydroxide (0.33 g, 5.9 mmol) in ~150 ml of ethanol. The mixture is cooled to -5°, and sodium hypochlorite (17 ml of 5.3% solution, 0.9 g, 11.8 mmol) is added dropwise over 20 minutes. The reaction is stirred at RT overnight, then cooled to 10° and ~2 ml of sodium hypochlorite is added. One hour later, the reaction is stripped. The residue is taken up in ether, washed with water, dried, stripped and p... Reactants: C[O-].[Na+] (NaOMe), ClC=1C=C2C(=NC1)N(C=C2C2=NC=C(C(=N2)S(=O)C)F)S(=O)(=O)C2=CC=C(C=C2)C (5-chloro-3-(5-fluoro-4-methylsulfinyl-pyrimidin-2-yl)-1-(p-tolylsulfonyl)pyrrolo[2,3-b]pyridine), 15a, NC1C(N(CC1)C)=O (3-amino-1-methylpyrrolidin-2-one). Solvent: CO (MeOH), CC(=O)N(C)C (DMA). Conditions: temperature 140 celsius. The product is ClC=1C=C2C(=NC1)NC=C2C2=NC=C(C(=N2)NC2C(N(CC2)C)=O)F (3-(2-(5-chloro-1H-pyrrolo[2,3-b]pyridin-3-yl)-5-fluoropyrimidin-4-ylamino)-1-methylpyrrolidin-2-one). Reaction SMILES: [Cl:1][C:2]1[CH:3]=[C:4]2[C:10]([C:11]3[N:16]=[C:15](S(C)=O)[C:14]([F:20])=[CH:13][N:12]=3)=[CH:9][N:8](S(C3C=CC(C)=CC=3)(=O)=O)[C:5]2=[N:6][CH:7]=1.[NH2:31][CH:32]1[CH2:36][CH2:35][N:34]([CH3:37])[C:33]1=[O:38].C[O-].[Na+]>CC(N(C)C)=O.CO>[Cl:1][C:2]1[CH:3]=[C:4]2[C:10]([C:11]3[N:16]=[C:15]([NH:31][CH:32]4[CH2:36][CH2:35][N:34]([CH3:37])[C:33]4=[O:38])[C:14]([F:20])=[CH:13][N:12]=3)=[CH:9][NH:8][C:5]2=[N:6][CH:7]=1 |f:2.3|. Procedure details: A solution of 5-chloro-3-(5-fluoro-4-methylsulfinyl-pyrimidin-2-yl)-1-(p-tolylsulfonyl)pyrrolo[2,3-b]pyridine, 15a, (0.060 g, 0.129 mmol) in DMA (0.5 mL) was treated with 3-amino-1-methylpyrrolidin-2-one (0.030 g, 0.258 mmol) and the reaction was heated at 140° C. for 20 minutes. The reaction mixture was cooled to room temperature and then treated with 0.5 mL of 25% NaOMe in MeOH and heated at 50° C. for 15 min. The mixture was then partitioned between aqueous saturated Na2CO3 solution and EtOAc...